This data is from the Open Reaction Database (ORD), a public repository of structured organic reaction records. The task is: describe an organic reaction: reactants, conditions, products, and yield The reactants are Cl (hydrochloric acid), FC1=CC=C(C=C1)C(=C(C=CC=O)C1=NN=NN1C)C1=CC=C(C=C1)F (5,5-Bis(4-fluorophenyl)-4-(1-methyl-1H-tetrazol-5-yl)-2,4-pentadienal), solution, C(CCC)[Li] (n-butyllithium), C(CC(=O)C)(=O)OC(C)(C)C (t-butyl acetoacetate), [H-].[Na+] (sodium hydride). Run in CCCCCC (hexane), O1CCCC1 (tetrahydrofuran), CCCCCC (hexane), O1CCCC1 (tetrahydrofuran). Reaction conditions: time 2.3 hour. The product is FC1=CC=C(C=C1)C(=C(C=CC(CC(CC(=O)OC(C)(C)C)=O)O)C1=NN=NN1C)C1=CC=C(C=C1)F (tert-Butyl 9,9-bis(4-fluorophenyl)-5-hydroxy-8-(1-methyl-1H-tetrazol-5-yl)-3-oxo-6,8-nonadienoate). As a reaction SMILES: [C:1]([O:7][C:8]([CH3:11])([CH3:10])[CH3:9])(=[O:6])[CH2:2][C:3]([CH3:5])=[O:4].[H-].[Na+].C([Li])CCC.[F:19][C:20]1[CH:25]=[CH:24][C:23]([C:26]([C:38]2[CH:43]=[CH:42][C:41]([F:44])=[CH:40][CH:39]=2)=[C:27]([C:32]2[N:36]([CH3:37])[N:35]=[N:34][N:33]=2)[CH:28]=[CH:29][CH:30]=[O:31])=[CH:22][CH:21]=1.Cl>O1CCCC1.CCCCCC>[F:19][C:20]1[CH:21]=[CH:22][C:23]([C:26]([C:38]2[CH:43]=[CH:42][C:41]([F:44])=[CH:40][CH:39]=2)=[C:27]([C:32]2[N:36]([CH3:37])[N:35]=[N:34][N:33]=2)[CH:28]=[CH:29][CH:30]([OH:31])[CH2:5][C:3](=[O:4])[CH2:2][C:1]([O:7][C:8]([CH3:11])([CH3:10])[CH3:9])=[O:6])=[CH:24][CH:25]=1 |f:1.2|. Procedure details: A solution of 144 g (0.91 mol) of t-butyl acetoacetate in 400 mL of tetrahydrofuran was added dropwise over 1.5 hours to a mixture of 44.0 g (1.10 mol) of sodium hydride (60% in mineral oil) in 100 mL of hexane and 500 mL of tetrahydrofuran under nitrogen at 0° C. After the addition, this mixture was stirred for 2.3 hours. A solution 2.5M n-butyllithium in hexane (360 mL, 0.91 mol) was added dropwise over 1 hour. After stirring at 0° C. for 1 hour, 200 g (0.57 mol) of the aldehyde prepared in St... Starting materials: COC1=C(C=CC=C1)O (methoxyphenol), C1(=CC=C(C=C1)S(=O)(=O)OCCOS(=O)(=O)C1=CC=C(C=C1)C)C (ethylene di(p-toluenesulphonate)). Yields the product C1(=CC=C(C=C1)S(=O)(=O)OCCOC1=CC(=CC=C1)OC)C (2-(3-Methoxyphenoxy)ethyl toluene-4-sulphonate). As a reaction SMILES: [CH3:1][O:2][C:3]1[CH:8]=[CH:7][CH:6]=[CH:5][C:4]=1O.[C:10]1([CH3:33])[CH:15]=[CH:14][C:13]([S:16]([O:19][CH2:20][CH2:21][O:22]S(C2C=CC(C)=CC=2)(=O)=O)(=[O:18])=[O:17])=[CH:12][CH:11]=1>>[C:10]1([CH3:33])[CH:11]=[CH:12][C:13]([S:16]([O:19][CH2:20][CH2:21][O:22][C:5]2[CH:6]=[CH:7][CH:8]=[C:3]([O:2][CH3:1])[CH:4]=2)(=[O:17])=[O:18])=[CH:14][CH:15]=1. Reported procedure: Analogously to Method I, 0.500 g of methoxyphenol and 4.385 g of ethylene di(p-toluenesulphonate) are reacted. The title compound is obtained as a colourless solid. Rf=0.51 (1:1 EtOAc-heptane); Rt=4.68. Starting materials: ClC=1C=NC(=NC1)I (5-Chloro-2-iodopyrimidine), [Br-].C(C)OC(CC[Zn+])=O (3-Ethoxy-3-oxopropylzinc bromide), resultant mixture. Reagents/catalysts: C=1C=CC(=CC1)[P](C=2C=CC=CC2)(C=3C=CC=CC3)[Pd]([P](C=4C=CC=CC4)(C=5C=CC=CC5)C=6C=CC=CC6)([P](C=7C=CC=CC7)(C=8C=CC=CC8)C=9C=CC=CC9)[P](C=1C=CC=CC1)(C=1C=CC=CC1)C=1C=CC=CC1 (tetrakis(triphenylphosphine)palladium(0)). The solvent is C1CCOC1 (THF), [Cl-].[NH4+] (ammonium chloride), O (water). Yields the product ClC=1C=NC(=NC1)CCC(=O)OCC (ethyl 3-(5-chloropyrimidin-2-yl)propanoate). As a reaction SMILES: [Cl:1][C:2]1[CH:3]=[N:4][C:5](I)=[N:6][CH:7]=1.[Br-].[CH2:10]([O:12][C:13](=[O:17])[CH2:14][CH2:15][Zn+])[CH3:11]>C1COCC1.[Cl-].[NH4+].O.C1C=CC([P]([Pd]([P](C2C=CC=CC=2)(C2C=CC=CC=2)C2C=CC=CC=2)([P](C2C=CC=CC=2)(C2C=CC=CC=2)C2C=CC=CC=2)[P](C2C=CC=CC=2)(C2C=CC=CC=2)C2C=CC=CC=2)(C2C=CC=CC=2)C2C=CC=CC=2)=CC=1>[Cl:1][C:2]1[CH:3]=[N:4][C:5]([CH2:15][CH2:14][C:13]([O:12][CH2:10][CH3:11])=[O:17])=[N:6][CH:7]=1 |f:1.2,4.5,^1:29,31,50,69|. Reported procedure: 5-Chloro-2-iodopyrimidine (4 g, 16.64 mmol) and tetrakis(triphenylphosphine)palladium(0) (1.92 g, 1.66 mmol) were suspended in THF (83 mL). 3-Ethoxy-3-oxopropylzinc bromide (33.3 mL, 16.64 mmol) was added, and the resultant mixture was stirred at room temperature for 18 hours. The mixture was diluted with saturated ammonium chloride and water (1:1) and extracted with EtOAc (3×100 mL). The combined organic layers were washed with brine, dried over anhydrous sodium sulfate, filtered, and concentra... Reactants: C(C)(C)OC(=O)C(F)(C(F)(F)F)OC(F)(F)C(F)(F)C(F)(F)F ((CH3)2CHOCOCF(CF3)OCF2CF2CF3), C(C(F)(F)F)(C(F)(F)F)OC(=O)C(F)(C(F)(F)F)OC(F)(F)C(F)(F)C(F)(F)F ((CF3)2CHOCOCF(CF3)OCF2CF2CF3), C(C)(C)OC(=O)C(F)(C(F)(F)F)OC(F)(F)C(F)(F)C(F)(F)F ((CH3)2CHOCOCF(CF3)OCF2CF2CF3). Run in C1=CC=CC=C1 (benzene). Run at time 1.5 hour. Product: C(F)(C(F)(F)F)(C(F)(F)F)OC(=O)C(F)(C(F)(F)F)OC(F)(F)C(F)(F)C(F)(F)F ((CF3)2CFOCOCF(CF3)OCF2CF2CF3). Reaction SMILES: C(OC(C(OC(C(C(F)(F)F)(F)F)(F)F)(C(F)(F)F)[F:8])=O)(C)C.[CH:24]([O:33][C:34]([C:36]([O:42][C:43]([C:46]([C:49]([F:52])([F:51])[F:50])([F:48])[F:47])([F:45])[F:44])([C:38]([F:41])([F:40])[F:39])[F:37])=[O:35])([C:29]([F:32])([F:31])[F:30])[C:25]([F:28])([F:27])[F:26]>C1C=CC=CC=1>[C:24]([O:33][C:34]([C:36]([O:42][C:43]([C:46]([C:49]([F:50])([F:51])[F:52])([F:48])[F:47])([F:44])[F:45])([C:38]([F:40])([F:39])[F:41])[F:37])=[O:35])([C:29]([F:32])([F:31])[F:30])([C:25]([F:28])([F:27])[F:26])[F:8]. Procedure: Further, the same operation was repeated once. The total amount of benzene injected was 0.219 g, and the total amount of R-113 injected was 21 ml. Further, nitrogen was supplied for 1.5 hours. The product was quantified by 19F-NMR, whereby the yield of the above identified compound to (CH3)2CHOCOCF(CF3)OCF2CF2CF3, was 48.1%, and the yield of (CF3)2CHOCOCF(CF3)OCF2CF2CF3 to (CH3)2CHOCOCF(CF3)OCF2CF2CF3, was 19.1%. The reactants are [Br-], C1CCOC1, CON(C)C(=O)c1cn(Cc2cccc(Br)n2)c2ccccc2c1=O, [Mg+]c1ccc(Cl)c(Cl)c1. Product: O=C(c1ccc(Cl)c(Cl)c1)c1cn(Cc2cccc(Br)n2)c2ccccc2c1=O. Reaction SMILES: [Br-:26].[CH2:36]1[O:37][CH2:38][CH2:39][CH2:40]1.[CH3:1][O:2][N:3]([C:4](=[O:5])[c:6]1[cH:7][n:8]([CH2:17][c:18]2[n:19][c:20]([Br:24])[cH:21][cH:22][cH:23]2)[c:9]2[cH:10][cH:11][cH:12][cH:13][c:14]2[c:15]1=[O:16])[CH3:25].[Cl:27][c:28]1[cH:29][c:30]([Mg+:35])[cH:31][cH:32][c:33]1[Cl:34]>>[C:4](=[O:5])([c:6]1[cH:7][n:8]([CH2:17][c:18]2[n:19][c:20]([Br:24])[cH:21][cH:22][cH:23]2)[c:9]2[cH:10][cH:11][cH:12][cH:13][c:14]2[c:15]1=[O:16])[c:30]1[cH:29][c:28]([Cl:27])[c:33]([Cl:34])[cH:32][cH:31]1. Reaction SMILES: [CH3:32][O:33][CH:34]1[CH2:35][CH2:36][NH:37][CH2:38][CH2:39]1.[CH3:40][S:41]([CH3:42])=[O:43].[CH3:44][OH:45].[Cl:1][c:2]1[n:3][n:4][c:5]([NH:12][c:13]2[cH:14][cH:15][c:16]([S:19][c:20]3[cH:21][cH:22][n:23][c:24]4[cH:25][c:26]([O:30][CH3:31])[cH:27][n:28][c:29]34)[cH:17][cH:18]2)[c:6]2[cH:7][cH:8][cH:9][cH:10][c:11]12>>[c:2]1([N:37]2[CH2:36][CH2:35][CH:34]([O:33][CH3:32])[CH2:39][CH2:38]2)[n:3][n:4][c:5]([NH:12][c:13]2[cH:14][cH:15][c:16]([S:19][c:20]3[cH:21][cH:22][n:23][c:24]4[cH:25][c:26]([O:30][CH3:31])[cH:27][n:28][c:29]34)[cH:17][cH:18]2)[c:6]2[cH:7][cH:8][cH:9][cH:10][c:11]12. Product: COc1cnc2c(Sc3ccc(Nc4nnc(N5CCC(OC)CC5)c5ccccc45)cc3)ccnc2c1. The reactants are COC1CCNCC1, CS(C)=O, CO, COc1cnc2c(Sc3ccc(Nc4nnc(Cl)c5ccccc45)cc3)ccnc2c1. The reactants are C1(=CC=CC=C1)C1=CC=C(C(=O)Cl)C=C1 (4-phenylbenzoyl chloride), [Cl-].[Al+3].[Cl-].[Cl-] (Aluminum chloride), COC(=O)C1=CC2=C(OC(=C2)C)C=C1 (5-(methoxycarbonyl)-2-methylbenzo[b]furan). The solvent is C(Cl)Cl (methylene chloride), C(Cl)Cl (methylene chloride). Yields the product COC(=O)C1=CC2=C(OC(=C2C(C2=CC=C(C=C2)C2=CC=CC=C2)=O)C)C=C1 (5-(Methoxycarbonyl)-2-methyl-3-(4-phenylbenzoyl)benzo[b]furan). Isolated yield 118.7%. Reaction SMILES: [Cl-].[Al+3].[Cl-].[Cl-].[C:5]1([C:11]2[CH:19]=[CH:18][C:14]([C:15](Cl)=[O:16])=[CH:13][CH:12]=2)[CH:10]=[CH:9][CH:8]=[CH:7][CH:6]=1.[CH3:20][O:21][C:22]([C:24]1[CH:33]=[CH:32][C:27]2[O:28][C:29]([CH3:31])=[CH:30][C:26]=2[CH:25]=1)=[O:23]>C(Cl)Cl>[CH3:20][O:21][C:22]([C:24]1[CH:33]=[CH:32][C:27]2[O:28][C:29]([CH3:31])=[C:30]([C:15](=[O:16])[C:14]3[CH:18]=[CH:19][C:11]([C:5]4[CH:10]=[CH:9][CH:8]=[CH:7][CH:6]=4)=[CH:12][CH:13]=3)[C:26]=2[CH:25]=1)=[O:23] |f:0.1.2.3|. Procedure: Aluminum chloride (0.80 g) was stirred in methylene chloride (10 ml) at room temperature. Thereto was added 4-phenylbenzoyl chloride (0.67 g), and then a solution of 5-(methoxycarbonyl)-2-methylbenzo[b]furan (0.67 g) in methylene chloride (5 ml), and the mixture was stirred for 4 hr. Ice was added to the reaction mixture and the mixture was extracted with ethyl acetate. The extract was washed with a saturated aqueous solution of sodium hydrogencarbonate (twice) and saturated brine (once), dried ... The reactants are CC(C)(C)C1N=C(CCCC1)OC (2-(1,1-dimethylethyl)-3,4,5,6-tetrahydro-7-methoxy-2H-azepine), [Cl-].[NH4+] (ammonium chloride). Reaction SMILES: [CH3:1][C:2]([CH:5]1[CH2:11][CH2:10][CH2:9][CH2:8][C:7](OC)=[N:6]1)([CH3:4])[CH3:3].[Cl-:14].[NH4+:15]>CCO>[ClH:14].[CH3:1][C:2]([CH:5]1[NH:6][C:7](=[NH:15])[CH2:8][CH2:9][CH2:10][CH2:11]1)([CH3:4])[CH3:3] |f:1.2,4.5|. Procedure details: The product of EXAMPLE 100 (174 mg, 1.0 mmol) in 10 mL of EtOH was reacted with ammonium chloride (51 mg, 1.0 mmol) by the method of EXAMPLE 27 to yield the crude title material. Yields the product Cl.CC(C)(C)C1CCCCC(N1)=N (7-(1,1-dimethylethyl)-hexahydro-1H-azepin-2-imine, monohydrochloride). Solvent: CCO (EtOH). Starting materials: CS(=O)(=O)OCCCOC1=C(C=C(C=C1)C1=CC2=C(C(=N1)C#N)N=CN2C)C(F)(F)F (3-[4-(4-cyano-1-methyl-1H-imidazo[4,5-c]pyridin-6-yl)-2-(trifluoromethyl)phenoxy]propyl methanesulfonate), N (ammonia). Run in CO (methanol). Conditions: temperature 120 celsius. Product: NCCCOC1=C(C=C(C=C1)C1=CC2=C(C(=N1)C#N)N=CN2C)C(F)(F)F (6-[4-(3-aminopropoxy)-3-(trifluoromethyl)-phenyl]-1-methyl-1H-imidazo[4,5-c]pyridine-4-carbonitrile), CS(=O)(=O)O (methanesulphonic acid). As a reaction SMILES: [CH3:1][S:2]([O:5][CH2:6][CH2:7][CH2:8][O:9][C:10]1[CH:15]=[CH:14][C:13]([C:16]2[N:21]=[C:20]([C:22]#[N:23])[C:19]3[N:24]=[CH:25][N:26]([CH3:27])[C:18]=3[CH:17]=2)=[CH:12][C:11]=1[C:28]([F:31])([F:30])[F:29])(=[O:4])=[O:3].[NH3:32]>CO>[NH2:32][CH2:6][CH2:7][CH2:8][O:9][C:10]1[CH:15]=[CH:14][C:13]([C:16]2[N:21]=[C:20]([C:22]#[N:23])[C:19]3[N:24]=[CH:25][N:26]([CH3:27])[C:18]=3[CH:17]=2)=[CH:12][C:11]=1[C:28]([F:29])([F:30])[F:31].[CH3:1][S:2]([OH:5])(=[O:4])=[O:3]. Procedure: A mixture of 3-[4-(4-cyano-1-methyl-1H-imidazo[4,5-c]pyridin-6-yl)-2-(trifluoromethyl)phenoxy]propyl methanesulfonate (500 mg), and ammonia in methanol (7M, 10 ml) was heated at 120° C. under microwave conditions for 20 minutes. After removal of solvent under vacuum, the expected product 6-[4-(3-aminopropoxy)-3-(trifluoromethyl)-phenyl]-1-methyl-1H-imidazo[4,5-c]pyridine-4-carbonitrile was obtained as methanesulphonic acid salt. 1H NMR (CD3OD) δ: 8.44 (s, 1H), 8.35-8.42 (m, 3H), 7.36 (d, 1H), 4....